From a dataset of the Open Reaction Database (ORD), a public repository of structured organic reaction records. describe an organic reaction: reactants, conditions, products, and yield Reactants: C1(=C(C=CC=C1)N)N (1,2-phenylenediamine), C(=O)(O)CCCC=1C=CC2=C(CC3=C(C(=C2)CC(=O)OCC)C=CC=C3)C1 (ethyl (±)-3-[3-carboxy-1-propyl]-5H-dibenzo[a,d]cycloheptene-10-acetate), ClC(=O)OCC(C)C (isobutyl chloroformate), CN1CCOCC1 (4-methylmorpholine). The solvent is C1CCOC1 (THF), O (H2O), C1CCOC1 (THF). Reaction conditions: temperature 0 celsius. The product is NC1=C(C=CC=C1)NC(=O)CCCC=1C=CC2=C(CC3=C(C(=C2)CC(=O)OCC)C=CC=C3)C1 (Ethyl (±)-3-[3-[[(2-aminophenyl)amino]carbonyl]prop-1-yl]-5H-dibenzo[a,d]cycloheptene-10-acetate). Isolated yield 88.5%. RXN SMILES: [C:1]([CH2:4][CH2:5][CH2:6][C:7]1[CH:8]=[CH:9][C:10]2[CH:16]=[C:15]([CH2:17][C:18]([O:20][CH2:21][CH3:22])=[O:19])[C:14]3[CH:23]=[CH:24][CH:25]=[CH:26][C:13]=3[CH2:12][C:11]=2[CH:27]=1)(O)=[O:2].CN1CCOCC1.ClC(OCC(C)C)=O.[C:43]1([NH2:50])[CH:48]=[CH:47][CH:46]=[CH:45][C:44]=1[NH2:49]>C1COCC1.O>[NH2:49][C:44]1[CH:45]=[CH:46][CH:47]=[CH:48][C:43]=1[NH:50][C:1]([CH2:4][CH2:5][CH2:6][C:7]1[CH:8]=[CH:9][C:10]2[CH:16]=[C:15]([CH2:17][C:18]([O:20][CH2:21][CH3:22])=[O:19])[C:14]3[CH:23]=[CH:24][CH:25]=[CH:26][C:13]=3[CH2:12][C:11]=2[CH:27]=1)=[O:2]. Procedure details: A solution of ethyl (±)-3-[3-carboxy-1-propyl]-5H-dibenzo[a,d]cycloheptene-10-acetate (233.7 mg, 0.64 mmole) in dry THF (6.4 mL) was cooled to 0° C. under argon, and 4-methylmorpholine (0.14 mL, 1.28 mmole) was added. The solution was stirred at 0° C. for several min, then isobutyl chloroformate (0.11 mL, 0.83 mmole) was added dropwise. The cloudy reaction was stirred at 0° C. for 0.5 hr, then a solution of 1,2-phenylenediamine (138 mg, 1.28 mmole) in dry THF (0.6 mL) was added rapidly. The reac... Reactants: C(C)OC=C(C(=O)OCC)C(C1=C(C(=C(C(=C1)F)F)F)F)=O (ethyl 3-ethoxy-2-(2,3,4,5-tetrafluoro-benzoyl)-acrylate), N (NH3), Ice water. The solvent is CCO (EtOH), CCO (EtOH). Reaction conditions: time 2 hour. Yields the product NC=C(C(=O)OCC)C(C1=C(C(=C(C(=C1)F)F)F)F)=O (Ethyl 3-amino-2-(2,3,4,5-tetrafluoro-benzoyl)-acrylate). Reaction SMILES: C(O[CH:4]=[C:5]([C:11](=[O:22])[C:12]1[CH:17]=[C:16]([F:18])[C:15]([F:19])=[C:14]([F:20])[C:13]=1[F:21])[C:6]([O:8][CH2:9][CH3:10])=[O:7])C.[NH3:23]>CCO>[NH2:23][CH:4]=[C:5]([C:11](=[O:22])[C:12]1[CH:17]=[C:16]([F:18])[C:15]([F:19])=[C:14]([F:20])[C:13]=1[F:21])[C:6]([O:8][CH2:9][CH3:10])=[O:7]. Reported procedure: 12.8 g of ethyl 3-ethoxy-2-(2,3,4,5-tetrafluoro-benzoyl)-acrylate are initially introduced into 16 ml of EtOH. A mixture of 3.3 ml of concentrated aqueous NH3 solution and 10 ml of EtOH is added dropwise with ice cooling. The mixture is subsequentially stirred for 2 hours. Ice-water is then added, and the precipitated solid is filtered off under suction. Reactants: C1(=CC=CC=C1)N=C=O (phenyl isocyanate), N1C=C(C2=CC=CC=C12)CCN(CCCN)C (N-[2-(3-indolyl)ethyl]-N-methyl-1,3-diaminopropane). Run in CN(C=O)C (dimethylformamide). The product is C1(=CC=CC=C1)NC(=O)NCCCN(C)CCC1=CNC2=CC=CC=C12 (N-phenylcarbamoyl-N'-[2-(3-indolyl)ethyl]-N'-methyl-1,3-diaminopropane). Reaction SMILES: [C:1]1([N:7]=[C:8]=[O:9])[CH:6]=[CH:5][CH:4]=[CH:3][CH:2]=1.[NH:10]1[C:18]2[C:13](=[CH:14][CH:15]=[CH:16][CH:17]=2)[C:12]([CH2:19][CH2:20][N:21]([CH3:26])[CH2:22][CH2:23][CH2:24][NH2:25])=[CH:11]1>CN(C)C=O>[C:1]1([NH:7][C:8]([NH:25][CH2:24][CH2:23][CH2:22][N:21]([CH2:20][CH2:19][C:12]2[C:13]3[C:18](=[CH:17][CH:16]=[CH:15][CH:14]=3)[NH:10][CH:11]=2)[CH3:26])=[O:9])[CH:6]=[CH:5][CH:4]=[CH:3][CH:2]=1. Procedure details: 3 ml phenyl isocyanate are added dropwise between 5° and 10° and with stirring to a solution of 5.8 g N-[2-(3-indolyl)ethyl]-N-methyl-1,3-diaminopropane in 25 ml anhydrous dimethylformamide. The solution is stirred for an hour between 10° and 15° and evaporated. The residue is dried in high vacuum and chromatographed on silicagel using methylene chloride with 6 to 10% methanol, to yield the title compound (M.pt. of the hydrogen maleate 153°-155° with decomposition after crystallization from alco... The reactants are BrCC1=CN=C(O1)C (5-(bromomethyl)-2-methyl-oxazole), [C-]#N.[Na+] (NaCN), O (water). The solvent is CN(C)C=O (DMF). Reaction conditions: temperature 70 celsius, time 1 hour. The product is CC=1OC(=CN1)CC#N (2-methyl-5-oxazoleacetonitrile). RXN SMILES: Br[CH2:2][C:3]1[O:7][C:6]([CH3:8])=[N:5][CH:4]=1.[C-:9]#[N:10].[Na+].O>CN(C=O)C>[CH3:8][C:6]1[O:7][C:3]([CH2:2][C:9]#[N:10])=[CH:4][N:5]=1 |f:1.2|. Reported procedure: A solution of 5-(bromomethyl)-2-methyl-oxazole CAS [82190-68-9] (15 g, 85 mmol) in DMF (150 mL) was treated with NaCN (10.4 g, 213 mmol) at room temperature and the mixture stirred at 70° C. for 1 h. After this time the mixture was poured onto ice-cooled water (300 mL) and extracted with CH2Cl2 (5×200 mL). The combined organic extracts were then washed with brine, dried with Na2SO4 for 30 min, and the mixture concentrated to afford crude 2-methyl-5-oxazoleacetonitrile product CAS [1159511-94-0] ... Starting materials: [OH-].[K+] (KOH), C(C)(=O)C1=CC=C2C=CC(=CC2=C1)C(=O)OC (methyl 7-acetyl-2-naphthoate), Cl (HCl). Solvent: O (water), CO (MeOH), C(Cl)Cl (CH2Cl2), O (water), C(Cl)Cl (CH2Cl2). Reaction conditions: time 96 hour. The product is C(C)(=O)C1=CC=C2C=CC(=CC2=C1)C(=O)O (7-acetyl-2-naphthoic acid). Reaction SMILES: [OH-].[K+].[C:3]([C:6]1[CH:15]=[C:14]2[C:9]([CH:10]=[CH:11][C:12]([C:16]([O:18]C)=[O:17])=[CH:13]2)=[CH:8][CH:7]=1)(=[O:5])[CH3:4].Cl>O.CO.C(Cl)Cl>[C:3]([C:6]1[CH:15]=[C:14]2[C:9]([CH:10]=[CH:11][C:12]([C:16]([OH:18])=[O:17])=[CH:13]2)=[CH:8][CH:7]=1)(=[O:5])[CH3:4] |f:0.1|. Procedure details: A solution of KOH 70 mg, 10 mmol) in water (3.5 mL) was added dropwise to a cooled solution of the ester 168 (640 mg, 2.81 mmol) in MeOH (10 mL) and CH2Cl2 (10 mL) at 0° C. After allowing the mixture to warm to room temperature and stirring for 96 h, excess CH2Cl2 and water were added. The aqueous portion was acidified (pH 2) with 2N HCl and the resulting white precipitate was extracted with EtOAc (×2). The combined EtOAc extracts were washed with water, brine, and dried, to give 7-acetyl-2-naph... Starting materials: NC=1C=C(C(=CC1)O)C (4-amino-o-cresol), C(C(=C)CC(=O)O)(=O)O (itaconic acid). The product is OC1=C(C=C(C=C1)N1CC(CC1=O)C(=O)O)C ((RS)-1-(4-hydroxy-3-methyl-phenyl)-5-oxo-pyrrolidine-3-carboxylic acid). Reaction SMILES: [NH2:1][C:2]1[CH:3]=[C:4]([CH3:9])[C:5]([OH:8])=[CH:6][CH:7]=1.[C:10]([OH:18])(=[O:17])[C:11]([CH2:13][C:14](O)=[O:15])=[CH2:12]>>[OH:8][C:5]1[CH:6]=[CH:7][C:2]([N:1]2[C:14](=[O:15])[CH2:13][CH:11]([C:10]([OH:18])=[O:17])[CH2:12]2)=[CH:3][C:4]=1[CH3:9]. Procedure details: In an analogous manner to that described in Example 2a), 4-amino-o-cresol is reacted with itaconic acid at 140° C. during 10 min to yield the (RS)-1-(4-hydroxy-3-methyl-phenyl)-5-oxo-pyrrolidine-3-carboxylic acid as a light brown solid; MS: m/e=234 (M−H)+which directly used in the next step. Reactants: CC1(C)C(=O)C(Br)C(=O)C1Br, CCOC(=O)C1CC1Cc1ccc2c(N)ncnn12, C1CCOC1. The product is CCOC(=O)C1CC1Cc1cc(Br)c2c(N)ncnn12. RXN SMILES: [Br:20][CH:21]1[C:22](=[O:23])[C:24]([CH3:25])([CH3:26])[CH:27]([Br:28])[C:29]1=[O:30].[CH2:1]([CH3:2])[O:3][C:4](=[O:5])[CH:6]1[CH:7]([CH2:9][c:10]2[cH:11][cH:12][c:13]3[c:14]([NH2:19])[n:15][cH:16][n:17][n:18]23)[CH2:8]1.[CH2:31]1[O:32][CH2:33][CH2:34][CH2:35]1>>[CH2:1]([CH3:2])[O:3][C:4](=[O:5])[CH:6]1[CH:7]([CH2:9][c:10]2[cH:11][c:12]([Br:20])[c:13]3[c:14]([NH2:19])[n:15][cH:16][n:17][n:18]23)[CH2:8]1. Starting materials: NC=1C=C(C=CC1)C(C#N)(CC)CC (2-(3-amino-phenyl)-2-ethyl-butyronitrile), solution, [H-].[Al+3].[Li+].[H-].[H-].[H-] (lithium aluminium hydride). Run in O1CCCC1 (tetrahydrofuran), O1CCCC1 (tetrahydrofuran). Yields the product NCC(CC)(CC)C=1C=C(N)C=CC1 (3-(1-aminomethyl-1-ethyl-propyl)-aniline). Isolated yield 35.2%. Reaction SMILES: [NH2:1][C:2]1[CH:3]=[C:4]([C:8]([CH2:13][CH3:14])([CH2:11][CH3:12])[C:9]#[N:10])[CH:5]=[CH:6][CH:7]=1.[H-].[Al+3].[Li+].[H-].[H-].[H-]>O1CCCC1>[NH2:10][CH2:9][C:8]([C:4]1[CH:3]=[C:2]([CH:7]=[CH:6][CH:5]=1)[NH2:1])([CH2:11][CH3:12])[CH2:13][CH3:14] |f:1.2.3.4.5.6|. Procedure details: A solution of 2.5 g (13 mmol) of 2-(3-amino-phenyl)-2-ethyl-butyronitrile in 30 ml of tetrahydrofuran was treated with 30 ml (30 mmol) of a 1M solution of lithium aluminium hydride in tetrahydrofuran and the mixture was heated at reflux for 2 hours then cooled. The mixture was cautiously quenched by the addition of 1 ml water, 0.5 ml 2M sodium hydroxide and 1.5 ml water and then filtered through hyflo filter aid. The filtrate was evaporated to give 0.88 g (35%) of 3-(1-aminomethyl-1-ethyl-propyl... Reactants: CC(=O)O, CC(O)c1cc(-c2c(F)cccc2Cl)no1, O. The product is CC(=O)c1cc(-c2c(F)cccc2Cl)no1. As a reaction SMILES: [CH3:18][C:19](=[O:20])[OH:21].[Cl:1][c:2]1[c:3](-[c:9]2[n:10][o:11][c:12]([CH:14]([CH3:15])[OH:16])[cH:13]2)[c:4]([F:8])[cH:5][cH:6][cH:7]1.[OH2:17]>>[Cl:1][c:2]1[c:3](-[c:9]2[n:10][o:11][c:12]([C:14]([CH3:15])=[O:16])[cH:13]2)[c:4]([F:8])[cH:5][cH:6][cH:7]1.